This data is from the Open Reaction Database (ORD), a public repository of structured organic reaction records. The task is: describe an organic reaction: reactants, conditions, products, and yield The reactants are ClC1=CC=C(C=C1)S(=O)(=O)NC(C(=O)NC1=CC=C(C=C1)CC(=O)OCC)COS(=O)(=O)C ((RS)-2-(4-chlorobenzenesulfonylamino)-N-(4-(ethoxycarbonylmethyl)phenyl)-3-methanesulfonyloxypropanamide), N1C=NC=C1 (imidazole). Product: ClC1=CC=C(C=C1)S(=O)(=O)NC(C(=O)NC1=CC=C(C=C1)CC(=O)OCC)CN1C=NC=C1 ((RS)-2-(4-chlorobenzenesulfonylamino)-N-(4-(ethoxycarbonylmethyl)phenyl)-3-(1H-imidazol-1-yl)propanamide). As a reaction SMILES: [Cl:1][C:2]1[CH:7]=[CH:6][C:5]([S:8]([NH:11][CH:12]([CH2:28]OS(C)(=O)=O)[C:13]([NH:15][C:16]2[CH:21]=[CH:20][C:19]([CH2:22][C:23]([O:25][CH2:26][CH3:27])=[O:24])=[CH:18][CH:17]=2)=[O:14])(=[O:10])=[O:9])=[CH:4][CH:3]=1.[NH:34]1[CH:38]=[CH:37][N:36]=[CH:35]1>>[Cl:1][C:2]1[CH:7]=[CH:6][C:5]([S:8]([NH:11][CH:12]([CH2:28][N:34]2[CH:38]=[CH:37][N:36]=[CH:35]2)[C:13]([NH:15][C:16]2[CH:21]=[CH:20][C:19]([CH2:22][C:23]([O:25][CH2:26][CH3:27])=[O:24])=[CH:18][CH:17]=2)=[O:14])(=[O:9])=[O:10])=[CH:4][CH:3]=1. Procedure: The procedure described in Example 79 was repeated, except that (RS)-2-(4-chlorobenzenesulfonylamino)-N-(4-(ethoxycarbonylmethyl)phenyl)-3-methanesulfonyloxypropanamide (311 mg) was reacted with imidazole to obtain the desired (RS)-2-(4-chlorobenzenesulfonylamino)-N-(4-(ethoxycarbonylmethyl)phenyl)-3-(1H-imidazol-1-yl)propanamide (86 mg) together with a less polar by-product. The by-product was not investigated further. Starting materials: C(C#C)O (propargyl alcohol), ClC1=C(C=CC=C1Cl)S(=O)(=O)NC1=NC=C(N=C1Cl)Cl (2,3-dichloro-N-(3,5-dichloro-2-pyrazinyl)benzenesulphonamide). The product is ClC1=C(C=CC=C1Cl)S(=O)(=O)NC1=NC=C(N=C1OCC#C)Cl (2,3-Dichloro-N-[5-chloro-3-(2-propynyloxy)-2-pyrazinyl]benzenesulphonamide). Reaction SMILES: [CH2:1]([OH:4])[C:2]#[CH:3].[Cl:5][C:6]1[C:11]([Cl:12])=[CH:10][CH:9]=[CH:8][C:7]=1[S:13]([NH:16][C:17]1[C:22](Cl)=[N:21][C:20]([Cl:24])=[CH:19][N:18]=1)(=[O:15])=[O:14]>>[Cl:5][C:6]1[C:11]([Cl:12])=[CH:10][CH:9]=[CH:8][C:7]=1[S:13]([NH:16][C:17]1[C:22]([O:4][CH2:1][C:2]#[CH:3])=[N:21][C:20]([Cl:24])=[CH:19][N:18]=1)(=[O:15])=[O:14]. Procedure: Prepared by the method of Example 31 using propargyl alcohol (0.3 g) and 2,3-dichloro-N-(3,5-dichloro-2-pyrazinyl)benzenesulphonamide (Example 74) (0.35 g). Yield 0.2 g. Reactants: C(C)OC(=O)C=C(CCC=C(CCC=C(C(=O)O)C)C)C (11-ethoxycarbonyl-2,6,10-trimethyl-2,6,10-undecatrienoic acid), C(C)(C)NC(C)C (diisopropylamine). Product: C(C)OC(=O)C=C(CCC=C(CCC=C(C(=O)N(C(C)C)C(C)C)C)C)C (N-(11-ethoxycarbonyl-2,6,10-trimethyl-2,6,10-undecatrienoyl)-diisopropylamine). Reaction SMILES: [CH2:1]([O:3][C:4]([CH:6]=[C:7]([CH3:21])[CH2:8][CH2:9][CH:10]=[C:11]([CH3:20])[CH2:12][CH2:13][CH:14]=[C:15]([CH3:19])[C:16]([OH:18])=O)=[O:5])[CH3:2].[CH:22]([NH:25][CH:26]([CH3:28])[CH3:27])([CH3:24])[CH3:23]>>[CH2:1]([O:3][C:4]([CH:6]=[C:7]([CH3:21])[CH2:8][CH2:9][CH:10]=[C:11]([CH3:20])[CH2:12][CH2:13][CH:14]=[C:15]([CH3:19])[C:16]([N:25]([CH:26]([CH3:28])[CH3:27])[CH:22]([CH3:24])[CH3:23])=[O:18])=[O:5])[CH3:2]. Procedure details: Starting materials: 11-ethoxycarbonyl-2,6,10-trimethyl-2,6,10-undecatrienoic acid and diisopropylamine. The reactants are C(CCCCC)OC1(CC(=C(C=C1F)C1=CC=CC=C1)F)C1=CC=C(C=C1)CCCCC (4'-n-Hexyloxy-4"-n-pentyl-2',5'-difluoro-p-terphenyl), C(CCCC)C1=CC=C(C=C1)B(O)O (4-n-Pentylphenylboronic acid), C(CCCC)C1=CC=C(C=C1)C1=C(C=C(C(=C1)F)Br)F (4'-n-Pentyl-2,5-difluoro-4-bromobiphenyl). Yields the product C(CCCC)C1=CC=C(C=C1)C1=C(C=C(C(=C1)F)C1=CC=C(C=C1)CCCCC)F (4,4"-di-n-pentyl-2',5'-difluoro-p-terphenyl), 86.0. As a reaction SMILES: [CH2:1]([C:6]1[CH:11]=[CH:10][C:9](B(O)O)=[CH:8][CH:7]=1)[CH2:2][CH2:3][CH2:4][CH3:5].[CH2:15]([C:20]1[CH:25]=[CH:24][C:23]([C:26]2[CH:31]=[C:30]([F:32])[C:29](Br)=[CH:28][C:27]=2[F:34])=[CH:22][CH:21]=1)[CH2:16][CH2:17][CH2:18][CH3:19].C(OC1(C2C=CC(CCCCC)=CC=2)C(F)=CC(C2C=CC=CC=2)=C(F)C1)CCCCC>>[CH2:1]([C:6]1[CH:11]=[CH:10][C:9]([C:29]2[CH:28]=[C:27]([F:34])[C:26]([C:23]3[CH:24]=[CH:25][C:20]([CH2:15][CH2:16][CH2:17][CH2:18][CH3:19])=[CH:21][CH:22]=3)=[CH:31][C:30]=2[F:32])=[CH:8][CH:7]=1)[CH2:2][CH2:3][CH2:4][CH3:5]. Procedure details: The product from 2C is coupled with the product from 1F in an analogous manner as for 1G described to yield 4,4"-di-n-pentyl-2',5'-difluoro-p-terphenyl, K 65.0 N 86.0 I. Starting materials: C1(=CCCC2=CC=CC=C12)C(=O)O (3,4-dihydronaphthalene-1-carboxylic acid), C=CC=C (butadiene), OC1=C(C=CC=C1)C (hydroxy toluene). Solvent: C1(=CC=CC=C1)C (toluene). Product: C1C=CC[C@@]2(C3=CC=CC=C3CC[C@H]12)C(=O)O (Cis-1,9,10,10a-tetrahydro-4a(4H)-phenanthrenecarboxylic acid). The yield is 27.0%. As a reaction SMILES: [C:1]1([C:11]([OH:13])=[O:12])[C:10]2[C:5](=[CH:6][CH:7]=[CH:8][CH:9]=2)[CH2:4][CH2:3][CH:2]=1.[CH2:14]=[CH:15][CH:16]=[CH2:17].OC1C=CC=CC=1C>C1(C)C=CC=CC=1>[CH2:14]1[C@@H:2]2[C@@:1]([C:11]([OH:13])=[O:12])([C:10]3[C:5]([CH2:4][CH2:3]2)=[CH:6][CH:7]=[CH:8][CH:9]=3)[CH2:17][CH:16]=[CH:15]1. Reported procedure: To a solution of 3,4-dihydronaphthalene-1-carboxylic acid (29.7 g) in toluene (75 ml) was added butadiene (16 g) and a trace of butyrated hydroxy toluene (BHT). The solution was heated to 180° for 18 hours in a sealed reactor, then chromatographed twice over silica gel. Recrystallization from ethyl acetate/heptane affords the title compound as a colorless crystalline solid (10.5 g). The recovered starting material was rereacted with butadiene to afford, after workup, additional title product (8.... The reactants are C(C)(=O)C1CN(CCC2=C1C(=CC=C2O)Br)C(C(F)(F)F)=O (acetyl-9-bromo-6-hydroxy-3-(2,2,2-trifluoroacetyl)-2,3,4,5-tetrahydro-1H-benzo[d]azepine), C(=O)[O-].[Na+] (sodium formate), CN(C)C=O (DMF). Reagents/catalysts: C=1C=CC(=CC1)[P](C=2C=CC=CC2)(C=3C=CC=CC3)[Pd]([P](C=4C=CC=CC4)(C=5C=CC=CC5)C=6C=CC=CC6)([P](C=7C=CC=CC7)(C=8C=CC=CC8)C=9C=CC=CC9)[P](C=1C=CC=CC1)(C=1C=CC=CC1)C=1C=CC=CC1 (tetrakis(triphenylphosphine)palladium(0)). Run in CCOC(=O)C (EtOAc). Yields the product C(C)(=O)C1=C(C2=C(CCN(CC2)C(C(F)(F)F)=O)C=C1)O (7-Acetyl-6-hydroxy-3-(2,2,2-trifluoroacetyl)-2,3,4,5-tetrahydro-1H-benzo[d]azepine). Isolated yield 68.0%. RXN SMILES: C([CH:4]1[C:10]2[C:11](Br)=[CH:12][CH:13]=[C:14]([OH:15])[C:9]=2[CH2:8][CH2:7][N:6]([C:17](=[O:22])[C:18]([F:21])([F:20])[F:19])[CH2:5]1)(=O)C.[CH:23]([O-:25])=O.[Na+].[CH3:27]N(C=O)C>CCOC(C)=O.C1C=CC([P]([Pd]([P](C2C=CC=CC=2)(C2C=CC=CC=2)C2C=CC=CC=2)([P](C2C=CC=CC=2)(C2C=CC=CC=2)C2C=CC=CC=2)[P](C2C=CC=CC=2)(C2C=CC=CC=2)C2C=CC=CC=2)(C2C=CC=CC=2)C2C=CC=CC=2)=CC=1>[C:23]([C:13]1[CH:12]=[CH:11][C:10]2[CH2:4][CH2:5][N:6]([C:17](=[O:22])[C:18]([F:20])([F:19])[F:21])[CH2:7][CH2:8][C:9]=2[C:14]=1[OH:15])(=[O:25])[CH3:27] |f:1.2,^1:41,43,62,81|. Procedure details: Mix-acetyl-9-bromo-6-hydroxy-3-(2,2,2-trifluoroacetyl)-2,3,4,5-tetrahydro-1H-benzo[d]azepine (833 mg, 2.2 mmol), tetrakis(triphenylphosphine)palladium(0) (150 mg, 0.13 mmol) and sodium formate (224 mg, 3.3 mmol) in anhydrous DMF (15 mL). Degas twice then flush with argon. Keep the flask under argon and heat the reaction at 95° C. for 16 h. Dilute with EtOAc then wash with 1N aqueous HCl. Separate the organic layer, dry over Na2SO4, filter and concentrate in vacuo. Purify by chromatography on sil...